From a dataset of the Open Reaction Database (ORD), a public repository of structured organic reaction records. describe an organic reaction: reactants, conditions, products, and yield Starting materials: C(C)(C)(C)C1=C(C(C(=O)O)=CC(=C1)C(C)(C)C)O (3,5-di-tert-butylsalicylic acid), C(C)(C)(C)C1=C(C(C(=O)O)=CC(=C1)C(C)(C)C)O (3,5-di-tert-butylsalicylic acid), C(C=1C(O)=CC=CC1)(=O)O (salicylic acid), C(C)(C)(C)C1=C(C(C(=O)O)=CC(=C1)C(C)(C)C)O (3,5-di-tert-butylsalicylic acid). Reagents/catalysts: C(C)(C)(C)C1=C(C(C(=O)[O-])=CC(=C1)C(C)(C)C)O.[Zn+2].C(C)(C)(C)C1=C(C(C(=O)[O-])=CC(=C1)C(C)(C)C)O (zinc 3,5-di-tert-butylsalicylate), [Zn] (zinc). Product: C(C)(C)(C)C1=C(C=CC(=C1)C(C)(C)C)O (2,4-di-tert-butylphenol). RXN SMILES: [C:1]([C:5]1[CH:13]=[C:12]([C:14]([CH3:17])([CH3:16])[CH3:15])[CH:11]=[C:7](C(O)=O)[C:6]=1[OH:18])([CH3:4])([CH3:3])[CH3:2].C(O)(=O)C1C(=CC=CC=1)O>C(C1C=C(C(C)(C)C)C=C(C([O-])=O)C=1O)(C)(C)C.[Zn+2].C(C1C=C(C(C)(C)C)C=C(C([O-])=O)C=1O)(C)(C)C.[Zn]>[C:1]([C:5]1[CH:13]=[C:12]([C:14]([CH3:17])([CH3:16])[CH3:15])[CH:11]=[CH:7][C:6]=1[OH:18])([CH3:4])([CH3:3])[CH3:2] |f:2.3.4|. Reported procedure: Referring to 3,5-di-tert-butylsalicylic acid as an example salicylic acid derivative, it is possible to selectively synthesize zinc 3,5-di-tert-butylsalicylate by adding drop by drop a solution containing a zinc provider to a solution of 3,5-di-tert-butylsalicylic acid in alkali to cause the reaction. For example, a sufficient amount of an alkaline aqueous solution is added to 2 mol of 3,5-di-tert-butylsalicylic acid (produced from the starting material 2,4-di-tert-butylphenol by the Kolbe-Schmi... Starting materials: C=1C=CN2C1CNC1=C(C2)C=CC=C1 (10,11-dihydro-5H-pyrrolo[2,1-c][1,4]benzodiazepine), ClC=1C(=CC(=C(C(=O)O)C1)OC)I (5-Chloro-4-iodo-2-methoxy-benzoic acid), CN(C=O)C (N,N-dimethylformamide), C(C(=O)Cl)(=O)Cl (oxalyl chloride), C(C)(C)N(C(C)C)CC (N,N-diisopropylethylamine). Solvent: ClCCl (dichloromethane), ClCCl (dichloromethane), ClCCl (dichloromethane). Run at time 18 hour. Yields the product C=1C=CN2C1CN(C1=C(C2)C=CC=C1)C(=O)C1=C(C=C(C(=C1)Cl)I)OC ((5H,11H-Benzo[e]pyrrolo[1,2-a][1,4]diazepin-10-yl)-(5-chloro-4-iodo-2-methoxy-phenyl)-methanone). Yield: 89.2%. As a reaction SMILES: [Cl:1][C:2]1[C:3]([I:13])=[CH:4][C:5]([O:11][CH3:12])=[C:6]([CH:10]=1)[C:7]([OH:9])=O.CN(C)C=O.C(Cl)(=O)C(Cl)=O.[CH:25]1[CH:26]=[CH:27][N:28]2[CH2:34][C:33]3[CH:35]=[CH:36][CH:37]=[CH:38][C:32]=3[NH:31][CH2:30][C:29]=12.C(N(CC)C(C)C)(C)C>ClCCl>[CH:25]1[CH:26]=[CH:27][N:28]2[CH2:34][C:33]3[CH:35]=[CH:36][CH:37]=[CH:38][C:32]=3[N:31]([C:7]([C:6]3[CH:10]=[C:2]([Cl:1])[C:3]([I:13])=[CH:4][C:5]=3[O:11][CH3:12])=[O:9])[CH2:30][C:29]=12. Reported procedure: To a mixture of 5-chloro-4-iodo-2-methoxy benzoic acid of Step C (0.900 g, 2.88 mmol) and N,N-dimethylformamide (6.7 mL, 86.4 mmol) in anhydrous dichloromethane (14.4 mL) was added dropwise oxalyl chloride (0.263 mL, 3.02 mmol). The mixture was heated to reflux for 1 hour, then cooled to room temperature and evaporated to dryness. Fresh anhydrous dichloromethane (25 mL) was added, the resulting solution was concentrated and the residue dried in vacuo. The crude acid chloride thus obtained and 10...